Dataset: the Open Reaction Database (ORD), a public repository of structured organic reaction records. Task: describe an organic reaction: reactants, conditions, products, and yield Starting materials: CO, NN, O=Cc1cccnc1. The product is NNCc1cccnc1. Reaction SMILES: [CH3:11][OH:12].[NH2:9][NH2:10].[n:1]1[cH:2][c:3]([CH:7]=[O:8])[cH:4][cH:5][cH:6]1>>[n:1]1[cH:2][c:3]([CH2:7][NH:9][NH2:10])[cH:4][cH:5][cH:6]1. Starting materials: C1(CC1)C1=C2CCC(NC2=CC=C1)=O (5-cyclopropyl-3,4-dihydroquinolin-2(1H)-one), BrN1C(CCC1=O)=O (N-bromosuccinimide). Solvent: CN(C=O)C (N,N-dimethylformamide). Conditions: time 4 hour. The product is BrC=1C(=C2CCC(NC2=CC1)=O)C1CC1 (6-bromo-5-cyclopropyl-3,4-dihydroquinolin-2(1H)-one). Reaction SMILES: [CH:1]1([C:4]2[CH:13]=[CH:12][CH:11]=[C:10]3[C:5]=2[CH2:6][CH2:7][C:8](=[O:14])[NH:9]3)[CH2:3][CH2:2]1.[Br:15]N1C(=O)CCC1=O>CN(C)C=O>[Br:15][C:13]1[C:4]([CH:1]2[CH2:3][CH2:2]2)=[C:5]2[C:10](=[CH:11][CH:12]=1)[NH:9][C:8](=[O:14])[CH2:7][CH2:6]2. Procedure: To a stirred solution of 5-cyclopropyl-3,4-dihydroquinolin-2(1H)-one (147-5; 0.5 g, 0.00267 mol) in N,N-dimethylformamide (10 mL) was added N-bromosuccinimide (0.47 g, 0.0026 mol) portion wise at 0° C. Reaction mixture was allowed to stir at room temperature for 4 h. The reaction mixture was concentrated and diluted with ice cold water (100 mL) with constant stirring, the solid residue obtained was filtered and dried to obtain the title compound. MS (M+1): 266.1.